Dataset: the Open Reaction Database (ORD), a public repository of structured organic reaction records. Task: describe an organic reaction: reactants, conditions, products, and yield The reactants are C1=C(C2=NNCCCCCCCC2)CCCCCCCCC1, O=C(Cl)Cl, O=C(CO)OCc1ccc([N+](=O)[O-])cc1, c1ccccc1. The product is O=C(Cl)OCC(=O)OCc1ccc([N+](=O)[O-])cc1. As a reaction SMILES: [C:20]1([C:21]2=[CH:31][CH2:30][CH2:29][CH2:28][CH2:27][CH2:26][CH2:25][CH2:24][CH2:23][CH2:22]2)=[N:41][NH:40][CH2:39][CH2:38][CH2:37][CH2:36][CH2:35][CH2:34][CH2:33][CH2:32]1.[Cl:1][C:2]([Cl:3])=[O:4].[OH:5][CH2:6][C:7](=[O:8])[O:9][CH2:10][c:11]1[cH:12][cH:13][c:14]([N+:17](=[O:18])[O-:19])[cH:15][cH:16]1.[cH:42]1[cH:43][cH:44][cH:45][cH:46][cH:47]1>>[Cl:1][C:2](=[O:4])[O:5][CH2:6][C:7](=[O:8])[O:9][CH2:10][c:11]1[cH:12][cH:13][c:14]([N+:17](=[O:18])[O-:19])[cH:15][cH:16]1.